The task is: describe an organic reaction: reactants, conditions, products, and yield. This data is from the Open Reaction Database (ORD), a public repository of structured organic reaction records. Starting materials: CN(Cc1cccc(-c2ccc(C=O)cc2)c1)c1ccccn1, O=C1CSC(=O)N1. Yields the product CN(Cc1cccc(-c2ccc(CC3SC(=O)NC3=O)cc2)c1)c1ccccn1. As a reaction SMILES: [CH3:1][N:2]([c:3]1[n:4][cH:5][cH:6][cH:7][cH:8]1)[CH2:9][c:10]1[cH:11][c:12](-[c:16]2[cH:17][cH:18][c:19]([CH:22]=[O:23])[cH:20][cH:21]2)[cH:13][cH:14][cH:15]1.[S:24]1[C:25](=[O:30])[NH:26][C:27](=[O:29])[CH2:28]1>>[CH3:1][N:2]([c:3]1[n:4][cH:5][cH:6][cH:7][cH:8]1)[CH2:9][c:10]1[cH:11][c:12](-[c:16]2[cH:17][cH:18][c:19]([CH2:22][CH:28]3[S:24][C:25](=[O:30])[NH:26][C:27]3=[O:29])[cH:20][cH:21]2)[cH:13][cH:14][cH:15]1.